From a dataset of the Open Reaction Database (ORD), a public repository of structured organic reaction records. describe an organic reaction: reactants, conditions, products, and yield Starting materials: C(#N)C1=CC(=C(C(=C1)F)NS(=O)(=O)C)F (N-(4-cyano-2,6-difluorophenyl)methanesulfonamide), aqueous solution, Cl (hydrogen chloride). The reagents and catalysts are [C].[Pd] (palladium-carbon). Run in CO (methanol), O1CCCC1 (tetrahydrofuran). Product: Cl.NCC1=CC(=C(C(=C1)F)NS(=O)(=O)C)F (N-[4-(Aminomethyl)-2,6-difluorophenyl]methanesulfonamide hydrochloride). Isolated yield 80.0%. As a reaction SMILES: [C:1]([C:3]1[CH:8]=[C:7]([F:9])[C:6]([NH:10][S:11]([CH3:14])(=[O:13])=[O:12])=[C:5]([F:15])[CH:4]=1)#[N:2].[ClH:16]>CO.O1CCCC1.[C].[Pd]>[ClH:16].[NH2:2][CH2:1][C:3]1[CH:4]=[C:5]([F:15])[C:6]([NH:10][S:11]([CH3:14])(=[O:13])=[O:12])=[C:7]([F:9])[CH:8]=1 |f:4.5,6.7|. Reported procedure: A mixture of N-(4-cyano-2,6-difluorophenyl)methanesulfonamide (1.01 g, 4.35 mmol) in methanol (15 ml), tetrahydrofuran (15 ml) and 12 M aqueous solution of hydrogen chloride (5 ml) was hydrogenated over 10% palladium-carbon (250 mg) under ballon pressure for 3 h at ambient temperature. The catalyst was filtered through a pad of celite and the filter cake was washed with methanol. After the filtrate and washings were evaporated in vacuo, the residue was recrystallized from methanol and diisopropy... The reactants are C(C)OC(\C=C\C1=C(C=C(C(=C1)OC)Cl)N)=O ((E)-3-(2-Amino-4-chloro-5-methoxyphenyl)-acrylic acid ethyl ester), CS(=O)(=O)Cl (methanesulfonyl chloride). Solvent: N1=CC=CC=C1 (pyridine). The product is C(C)OC(\C=C\C1=C(C=C(C(=C1)OC)Cl)NS(=O)(=O)C)=O ((E)-3-(4-Chloro-2-methanesulfonylamino-5-methoxyphenyl)-acrylic acid ethyl ester). Reaction SMILES: [CH2:1]([O:3][C:4](=[O:17])/[CH:5]=[CH:6]/[C:7]1[CH:12]=[C:11]([O:13][CH3:14])[C:10]([Cl:15])=[CH:9][C:8]=1[NH2:16])[CH3:2].[CH3:18][S:19](Cl)(=[O:21])=[O:20]>N1C=CC=CC=1>[CH2:1]([O:3][C:4](=[O:17])/[CH:5]=[CH:6]/[C:7]1[CH:12]=[C:11]([O:13][CH3:14])[C:10]([Cl:15])=[CH:9][C:8]=1[NH:16][S:19]([CH3:18])(=[O:21])=[O:20])[CH3:2]. Procedure: (E)-3-(2-Amino-4-chloro-5-methoxyphenyl)-acrylic acid ethyl ester (250 mg; 0.98 mmol) in pyridine (2 ml) was treated with methanesulfonyl chloride (0.15 ml; 2 mmol) for 15 min. at room temperature. The reaction mixture was poured on water and extracted with TBME three times. The combined organic phases were evaporated to dryness and purified via chromatography (SiO2; acetone/hexanes 2/8) to yield the title compound as slightly yellow crystals (216 mg; 66%) Yields the product CCNC(=O)Cc1ccc(Cl)c(CNC2CC2)c1. Reactants: CCNC(=O)Cc1ccc(Cl)c(CN(C(=O)OC(C)(C)C)C2CC2)c1, ClCCl, Cl, [Na+], [OH-]. RXN SMILES: [C:2]([O:3][C:4](=[O:5])[N:8]([CH:9]1[CH2:10][CH2:11]1)[CH2:12][c:13]1[c:14]([Cl:25])[cH:15][cH:16][c:17]([CH2:19][C:20]([NH:21][CH2:22][CH3:23])=[O:24])[cH:18]1)([CH3:6])([CH3:7])[CH3:26].[Cl:29][CH2:30][Cl:31].[ClH:1].[Na+:28].[OH-:27]>>[NH:8]([CH:9]1[CH2:10][CH2:11]1)[CH2:12][c:13]1[c:14]([Cl:25])[cH:15][cH:16][c:17]([CH2:19][C:20]([NH:21][CH2:22][CH3:23])=[O:24])[cH:18]1. Reaction conditions: temperature 0 celsius, time 18 hour. Procedure details: To a 250 mL round-bottom flask equipped with addition funnel and argon inlet was added 50 mL of aniline III which was stirred mechanically at 0° C. under argon atmosphere. Ethyl bromoacetate, 25 mL (224 mmol) was added in dropwise fashion over 60 min. The mixture slowly solidified and was allowed to stand unstirred at -25° C. for 18 hours. The solid was chipped from the flask and partitioned between dichloromethane (CH2Cl2) and water. The aqueous layer was made basic with 20 mL 50 NaOH solution ... Product: C1(=CC=CC=C1)NCC(=O)OCC (Ethyl N-phenylglycinate). As a reaction SMILES: Br[CH2:2][C:3]([O:5][CH2:6][CH3:7])=[O:4].[NH2:8][C:9]1[CH:14]=[CH:13][CH:12]=[CH:11][CH:10]=1>>[C:9]1([NH:8][CH2:2][C:3]([O:5][CH2:6][CH3:7])=[O:4])[CH:14]=[CH:13][CH:12]=[CH:11][CH:10]=1. Isolated yield 70.0%. Reactants: BrCC(=O)OCC (Ethyl bromoacetate), NC1=CC=CC=C1 (aniline). Reactants: ClC1=C(C=C(C=C1)S(=O)(=O)N(C)CC1(CO1)C1=NC(=CC=C1)Cl)C (1-[N-(4-chloro-3-methylbenzenesulfonyl)-N-methylamino]-2-(6-chloropyridin-2-yl)-2,3-epoxypropane), C(C)(=O)[O-].[Na+] (sodium acetate). The solvent is C(C)(=O)O (acetic acid). Reaction conditions: temperature 100 celsius, time 12 hour. The product is C(C)(=O)OCC(CN(C)S(=O)(=O)C1=CC(=C(C=C1)Cl)C)(O)C1=NC(=CC=C1)Cl (1-acetoxy-3-[N-(4-chloro-3-methylbenzenesulfonyl)-N-methylamino]-2-(6-chloropyridin-2-yl)-2hydroxypropane). Yield: 72.6%. As a reaction SMILES: [Cl:1][C:2]1[CH:7]=[CH:6][C:5]([S:8]([N:11]([CH2:13][C:14]2([C:17]3[CH:22]=[CH:21][CH:20]=[C:19]([Cl:23])[N:18]=3)[O:16][CH2:15]2)[CH3:12])(=[O:10])=[O:9])=[CH:4][C:3]=1[CH3:24].[C:25]([O-:28])(=[O:27])[CH3:26].[Na+]>C(O)(=O)C>[C:25]([O:28][CH2:15][C:14]([C:17]1[CH:22]=[CH:21][CH:20]=[C:19]([Cl:23])[N:18]=1)([OH:16])[CH2:13][N:11]([S:8]([C:5]1[CH:6]=[CH:7][C:2]([Cl:1])=[C:3]([CH3:24])[CH:4]=1)(=[O:9])=[O:10])[CH3:12])(=[O:27])[CH3:26] |f:1.2|. Procedure: A mixture of 7.0 g of 1-[N-(4-chloro-3-methylbenzenesulfonyl)-N-methylamino]-2-(6-chloropyridin-2-yl)-2,3-epoxypropane, 3.70 g of anhydrous sodium acetate and 60 ml of acetic acid was stirred at 100° C. for 12 hours. The reaction mixture was concentrated under a reduced pressure and 100 ml of water was added thereto. The mixture was extracted with ethyl acetate, subsequently washed with water, saturated aqueous solution of sodium bicarbonate and saturated saline solution in that order, and dried... Reactants: CC(C)(C)OC(=O)N1CC=C(OS(=O)(=O)C(F)(F)F)CC1, [Li]CCCC, CCOC(C)=O, [Cl-], [Cl-], O=S(=O)([O-])C(F)(F)F, C1CCOC1, [Pd], [Zn+2], c1cocn1. Product: CC(C)(C)OC(=O)N1CC=C(c2ncco2)CC1. As a reaction SMILES: [C:11]([CH3:12])([CH3:13])([CH3:14])[O:15][C:16](=[O:17])[N:18]1[CH2:19][CH2:20][C:21]([O:24][S:25]([C:26]([F:27])([F:28])[F:29])(=[O:30])=[O:31])=[CH:22][CH2:23]1.[CH2:6]([Li:7])[CH2:8][CH2:9][CH3:10].[CH3:46][CH2:47][O:48][C:49](=[O:50])[CH3:51].[Cl-:52].[Cl-:54].[O-:32][S:33]([C:34]([F:35])([F:36])[F:37])(=[O:38])=[O:39].[O:40]1[CH2:41][CH2:42][CH2:43][CH2:44]1.[Pd:45].[Zn+2:53].[o:1]1[cH:2][n:3][cH:4][cH:5]1>>[o:1]1[c:2]([C:21]2=[CH:20][CH2:19][N:18]([C:16]([O:15][C:11]([CH3:12])([CH3:13])[CH3:14])=[O:17])[CH2:23][CH2:22]2)[n:3][cH:4][cH:5]1. The reactants are ice, COC1=CC=C(C=C1)C=1N=C2N(C1)CCC2 (2-(4-methoxyphenyl)-6,7-dihydro-[5H]-pyrrolo[1,2-a]imidazole), solution, C(CCC)[Li] (n-butyl lithium), C(CCC)[Sn](CCCC)(CCCC)Cl (tributyltin chloride), [Cl-].[NH4+] (ammonium chloride). Solvent: O1CCCC1 (tetrahydrofuran), CCCCCC (hexane), CCCCCC (hexane), O1CCCC1 (tetrahydrofuran). Reaction conditions: time 5 minute. Yields the product COC1=CC=C(C=C1)C=1N=C2N(C1[Sn](CCCC)(CCCC)CCCC)CCC2 (2-(4-Methoxyphenyl)-6,7-dihydro-[5H]-pyrrolo[1,2-a]imidazol-3-yl-tri-n-butyltin). Isolated yield 49.0%. Reaction SMILES: [CH3:1][O:2][C:3]1[CH:8]=[CH:7][C:6]([C:9]2[N:10]=[C:11]3[CH2:16][CH2:15][CH2:14][N:12]3[CH:13]=2)=[CH:5][CH:4]=1.C([Li])CCC.[CH2:22]([Sn:26](Cl)([CH2:31][CH2:32][CH2:33][CH3:34])[CH2:27][CH2:28][CH2:29][CH3:30])[CH2:23][CH2:24][CH3:25].[Cl-].[NH4+]>O1CCCC1.CCCCCC>[CH3:1][O:2][C:3]1[CH:4]=[CH:5][C:6]([C:9]2[N:10]=[C:11]3[CH2:16][CH2:15][CH2:14][N:12]3[C:13]=2[Sn:26]([CH2:27][CH2:28][CH2:29][CH3:30])([CH2:31][CH2:32][CH2:33][CH3:34])[CH2:22][CH2:23][CH2:24][CH3:25])=[CH:7][CH:8]=1 |f:3.4|. Procedure details: To an ice cold (0° C.) solution of [16.8 g, 0.078 mol] 2-(4-methoxyphenyl)-6,7-dihydro-[5H]-pyrrolo[1,2-a]imidazole in 200 ml of dry tetrahydrofuran under argon was added dropwise over 20 minutes 35 mL [0.0858 mol] of a 2.5M solution of n-butyl lithium in hexane. Once the addition was complete, the deep-red solution was stirred in the cold for five minutes and then a solution of the tributyltin chloride [26.4 g, 0.0975 mol] in 50 ml of dry tetrahydrofuran was added over 20 min. The reaction mixt... Reactants: O=C(N=C=S)c1ccccc1, O=C([O-])O, ClCCl, NC1(c2ccccc2F)COC(C(F)(F)F)C1CO, [Na+]. Yields the product O=C(NC(=S)NC1(c2ccccc2F)COC(C(F)(F)F)C1CO)c1ccccc1. RXN SMILES: [C:1]([c:2]1[cH:3][cH:4][cH:5][cH:6][cH:7]1)(=[O:8])[N:9]=[C:10]=[S:11].[C:31](=[O:32])([OH:33])[O-:34].[Cl:36][CH2:37][Cl:38].[NH2:12][C:13]1([c:24]2[c:25]([F:30])[cH:26][cH:27][cH:28][cH:29]2)[CH:14]([CH2:22][OH:23])[CH:15]([C:18]([F:19])([F:20])[F:21])[O:16][CH2:17]1.[Na+:35]>>[C:1]([c:2]1[cH:3][cH:4][cH:5][cH:6][cH:7]1)(=[O:8])[NH:9][C:10](=[S:11])[NH:12][C:13]1([c:24]2[c:25]([F:30])[cH:26][cH:27][cH:28][cH:29]2)[CH:14]([CH2:22][OH:23])[CH:15]([C:18]([F:19])([F:20])[F:21])[O:16][CH2:17]1.